This data is from the Open Reaction Database (ORD), a public repository of structured organic reaction records. The task is: describe an organic reaction: reactants, conditions, products, and yield Starting materials: [Br-], Br, O=N[O-], Cc1ccc(N)cc1O, [Na+], O. Product: Cc1ccc(Br)cc1O. As a reaction SMILES: [Br-:14].[BrH:15].[N:10]([O-:11])=[O:12].[NH2:1][c:2]1[cH:3][cH:4][c:5]([CH3:9])[c:6]([OH:8])[cH:7]1.[Na+:13].[OH2:16]>>[c:2]1([Br:14])[cH:3][cH:4][c:5]([CH3:9])[c:6]([OH:8])[cH:7]1.